From a dataset of the Open Reaction Database (ORD), a public repository of structured organic reaction records. describe an organic reaction: reactants, conditions, products, and yield Starting materials: CC(C)(C)OC(=O)N1CCC(COCc2cc(Br)cc(C(=O)O)c2)(c2ccccc2)CC1, ClCCl, CNC, CN(C)C=O, CCN(C(C)C)C(C)C. Product: CN(C)C(=O)c1cc(Br)cc(COCC2(c3ccccc3)CCN(C(=O)OC(C)(C)C)CC2)c1. As a reaction SMILES: [Br:1][c:2]1[cH:3][c:4]([C:5](=[O:6])[OH:7])[cH:8][c:9]([CH2:11][O:12][CH2:13][C:14]2([c:27]3[cH:28][cH:29][cH:30][cH:31][cH:32]3)[CH2:15][CH2:16][N:17]([C:20](=[O:21])[O:22][C:23]([CH3:24])([CH3:25])[CH3:26])[CH2:18][CH2:19]2)[cH:10]1.[CH2:33]([Cl:34])[Cl:35].[CH3:36][NH:37][CH3:38].[CH3:48][N:49]([CH3:50])[CH:51]=[O:52].[CH:39]([N:40]([CH2:41][CH3:42])[CH:43]([CH3:44])[CH3:45])([CH3:46])[CH3:47]>>[Br:1][c:2]1[cH:3][c:4]([C:5](=[O:6])[N:37]([CH3:36])[CH3:38])[cH:8][c:9]([CH2:11][O:12][CH2:13][C:14]2([c:27]3[cH:28][cH:29][cH:30][cH:31][cH:32]3)[CH2:15][CH2:16][N:17]([C:20](=[O:21])[O:22][C:23]([CH3:24])([CH3:25])[CH3:26])[CH2:18][CH2:19]2)[cH:10]1. Reactants: ice, CC(CCC=O)(C)[N+](=O)[O-] (4-methyl-4-nitropentanal), BrBr (bromine), C(=O)C=C (acrolein), [N+](=O)([O-])C(C)C (2-nitropropane). The solvent is O (water), C(C)(=O)O (acetic acid). Reaction conditions: time 15 minute. Product: CC(CCC=O)(C)[N+](=O)[O-] (4-Methyl-4-nitropentanal), BrC(C=O)CC(C)([N+](=O)[O-])C (2-bromo-4-methyl-4-nitropentanal). Isolated yield 163.1%. As a reaction SMILES: C(C=C)=O.[N+](C(C)C)([O-])=O.[CH3:11][C:12]([N+:18]([O-:20])=[O:19])([CH3:17])[CH2:13][CH2:14][CH:15]=[O:16].[Br:21]Br>C(O)(=O)C.O>[CH3:11][C:12]([N+:18]([O-:20])=[O:19])([CH3:17])[CH2:13][CH2:14][CH:15]=[O:16].[Br:21][CH:14]([CH2:13][C:12]([CH3:17])([N+:18]([O-:20])=[O:19])[CH3:11])[CH:15]=[O:16]. Reported procedure: 4-Methyl-4-nitropentanal is prepared by condensation of acrolein and 2-nitropropane according to a known procedure (Synthesis 1986, 237). To a solution of 4-methyl-4-nitropentanal (8.5 g, 58.56 mmol) in acetic acid (125 ml) is added bromine (9.12 g, 57.07 mmol) dropwise while the temperature is kept below 15° C. After stirring for 15 minutes at room temperature the reaction is poured into a mixture of water and ice (250 ml) and extracted two times with dichloromethane. The combined organic extra... As a reaction SMILES: [Ag+:36].[CH2:1]([c:2]1[cH:3][cH:4][cH:5][cH:6][cH:7]1)[N:8]1[C:9](=[O:19])[N:10]([CH2:16][C:17]#[CH:18])[C:11]([CH3:14])([CH3:15])[C:12]1=[O:13].[CH3:28][C:29](=[O:30])[CH3:31].[I:20][N:21]1[C:22](=[O:23])[CH2:24][CH2:25][C:26]1=[O:27].[N+:32]([O-:33])([O-:34])=[O:35]>>[CH2:1]([c:2]1[cH:3][cH:4][cH:5][cH:6][cH:7]1)[N:8]1[C:9](=[O:19])[N:10]([CH2:16][C:17]#[C:18][I:20])[C:11]([CH3:14])([CH3:15])[C:12]1=[O:13]. Starting materials: [Ag+], C#CCN1C(=O)N(Cc2ccccc2)C(=O)C1(C)C, CC(C)=O, O=C1CCC(=O)N1I, O=[N+]([O-])[O-]. The product is CC1(C)C(=O)N(Cc2ccccc2)C(=O)N1CC#CI. The reactants are C(CCCCCCC\C=C/CCCCCCCC)(=O)NCCC(=O)O (N-oleoyl-β-alanine), acid chloride, acid chloride, Cl (hydrogen chloride), S(=O)(Cl)Cl (thionyl chloride), carboxylic acid, S(=O)=O (sulfur dioxide). The solvent is C(Cl)Cl (methylene chloride), C(Cl)Cl (methylene chloride). Run at temperature 20 celsius, time 10 minute. The product is C(CCCCCCC\C=C/CCCCCCCC)(=O)NCCC(=O)Cl (N-oleoyl-3-aminopropionic acid chloride). The yield is 99.4%. Reaction SMILES: [C:1]([NH:20][CH2:21][CH2:22][C:23]([OH:25])=O)(=[O:19])[CH2:2][CH2:3][CH2:4][CH2:5][CH2:6][CH2:7][CH2:8]/[CH:9]=[CH:10]\[CH2:11][CH2:12][CH2:13][CH2:14][CH2:15][CH2:16][CH2:17][CH3:18].S(Cl)([Cl:28])=O.S(=O)=O.Cl>C(Cl)Cl>[C:1]([NH:20][CH2:21][CH2:22][C:23]([Cl:28])=[O:25])(=[O:19])[CH2:2][CH2:3][CH2:4][CH2:5][CH2:6][CH2:7][CH2:8]/[CH:9]=[CH:10]\[CH2:11][CH2:12][CH2:13][CH2:14][CH2:15][CH2:16][CH2:17][CH3:18]. Reported procedure: 61.3 g of N-oleoyl-β-alanine was dispersed in 200 ml of methylene chloride. Then, 24.8 g of thionyl chloride was added thereto within 10 minutes under stirring while maintaining the temperature of the mixture at 20° C. After the completion of the addition, the mixture was stirred at the same temperature for 30 minutes so as to complete the reaction. When the reaction solution thus obtained was analyzed by infrared spectroscopy, a peak at 1695 cm-1 due to carboxylic acid (--COOH) disappeared whil... The reactants are CC(=O)Nc1cccnc1CC(=O)C(Cc1cc(F)ccc1F)NC(=O)OC(C)(C)C, CC(=O)O[BH-](OC(C)=O)OC(C)=O, [Li+]. Product: CC(=O)Nc1cccnc1CC(O)C(Cc1cc(F)ccc1F)NC(=O)OC(C)(C)C. Reaction SMILES: [C:1]([CH3:2])([CH3:3])([CH3:4])[O:5][C:6]([NH:7][CH:8]([C:9]([CH2:10][c:11]1[n:12][cH:13][cH:14][cH:15][c:16]1[NH:17][C:18]([CH3:19])=[O:20])=[O:21])[CH2:22][c:23]1[c:24]([F:30])[cH:25][cH:26][c:27]([F:29])[cH:28]1)=[O:31].[C:32]([O:33][BH-:34]([O:35][C:36](=[O:37])[CH3:38])[O:39][C:40](=[O:41])[CH3:42])(=[O:43])[CH3:44].[Li+:45]>>[C:1]([CH3:2])([CH3:3])([CH3:4])[O:5][C:6]([NH:7][CH:8]([CH:9]([CH2:10][c:11]1[n:12][cH:13][cH:14][cH:15][c:16]1[NH:17][C:18]([CH3:19])=[O:20])[OH:21])[CH2:22][c:23]1[c:24]([F:30])[cH:25][cH:26][c:27]([F:29])[cH:28]1)=[O:31]. Reactants: C(C1=CC=CC=C1)N1N=C(C(=C1)C(=O)OCC)OCC1=CC(=CC=C1)OCC=1N=C(OC1C)C1=CC=CC=C1 (ethyl 1-benzyl-3-({3-[(5-methyl-2-phenyl-1,3-oxazol-4-yl)methoxy]benzyl}oxy)-1H-pyrazole-4-carboxylate), [H-].[Al+3].[Li+].[H-].[H-].[H-] (lithium aluminum hydride), O.O.O.O.O.O.O.O.O.O.S(=O)(=O)([O-])[O-].[Na+].[Na+] (Sodium sulfate decahydrate). Run in C(C)(=O)OCC (ethyl acetate), O1CCCC1 (tetrahydrofuran). Conditions: time 1 hour. Product: C(C1=CC=CC=C1)N1N=C(C(=C1)CO)OCC1=CC(=CC=C1)OCC=1N=C(OC1C)C1=CC=CC=C1 ((1-benzyl-3-({3-[(5-methyl-2-phenyl-1,3-oxazol-4-yl)methoxy]benzyl}oxy)-1H-pyrazol-4-yl)methanol). Yield: 90.6%. Reaction SMILES: [CH2:1]([N:8]1[CH:12]=[C:11]([C:13](OCC)=[O:14])[C:10]([O:18][CH2:19][C:20]2[CH:25]=[CH:24][CH:23]=[C:22]([O:26][CH2:27][C:28]3[N:29]=[C:30]([C:34]4[CH:39]=[CH:38][CH:37]=[CH:36][CH:35]=4)[O:31][C:32]=3[CH3:33])[CH:21]=2)=[N:9]1)[C:2]1[CH:7]=[CH:6][CH:5]=[CH:4][CH:3]=1.[H-].[Al+3].[Li+].[H-].[H-].[H-].O.O.O.O.O.O.O.O.O.O.S([O-])([O-])(=O)=O.[Na+].[Na+]>O1CCCC1.C(OCC)(=O)C>[CH2:1]([N:8]1[CH:12]=[C:11]([CH2:13][OH:14])[C:10]([O:18][CH2:19][C:20]2[CH:25]=[CH:24][CH:23]=[C:22]([O:26][CH2:27][C:28]3[N:29]=[C:30]([C:34]4[CH:35]=[CH:36][CH:37]=[CH:38][CH:39]=4)[O:31][C:32]=3[CH3:33])[CH:21]=2)=[N:9]1)[C:2]1[CH:7]=[CH:6][CH:5]=[CH:4][CH:3]=1 |f:1.2.3.4.5.6,7.8.9.10.11.12.13.14.15.16.17.18.19|. Procedure details: To a solution of ethyl 1-benzyl-3-({3-[(5-methyl-2-phenyl-1,3-oxazol-4-yl)methoxy]benzyl}oxy)-1H-pyrazole-4-carboxylate (1.50 g) in tetrahydrofuran (50 mL) was added lithium aluminum hydride (0.22 g) at 0° C. and the mixture was stirred at room temperature for 1 hr. Sodium sulfate decahydrate (1.86 g) was added to the reaction mixture, and the mixture was stirred at room temperature for 30 min. The reaction mixture was diluted with ethyl acetate and the precipitate was filtered off, and the filt... Reactants: ClC1=CC=2C(=C3C(=NC2C=C1)CCNCC3)C (9-chloro-1,2,4,5-tetrahydro-11-methyl-3H-azepino[4,5-b]quinoline), ClC(=O)OCC (ethyl chloroformate). Product: Cl.C(C)OC(=O)N1CCC2=NC=3C=CC(=CC3C(=C2CC1)C)Cl (9-Chloro-1,2,4,5-tetrahydro-11-methyl-3-azepino[4,5-b]quinoline-carboxylic acid ethyl ester hydrochloride). Yield: 65.0%. As a reaction SMILES: [Cl:1][C:2]1[CH:11]=[CH:10][C:9]2[N:8]=[C:7]3[CH2:12][CH2:13][NH:14][CH2:15][CH2:16][C:6]3=[C:5]([CH3:17])[C:4]=2[CH:3]=1.Cl[C:19]([O:21][CH2:22][CH3:23])=[O:20]>>[ClH:1].[CH2:22]([O:21][C:19]([N:14]1[CH2:15][CH2:16][C:6]2[C:7](=[N:8][C:9]3[CH:10]=[CH:11][C:2]([Cl:1])=[CH:3][C:4]=3[C:5]=2[CH3:17])[CH2:12][CH2:13]1)=[O:20])[CH3:23] |f:2.3|. Procedure: 9-Chloro-1,2,4,5-tetrahydro-11-methyl-3-azepino[4,5-b]quinoline-carboxylic acid ethyl ester hydrochloride was prepared from 9-chloro-1,2,4,5-tetrahydro-11-methyl-3H-azepino[4,5-b]quinoline and ethyl chloroformate analogous to Example 63.